This data is from the Open Reaction Database (ORD), a public repository of structured organic reaction records. The task is: describe an organic reaction: reactants, conditions, products, and yield Reactants: CCO, [Cl-], ClCCl, CCCN1C(=O)Cc2cc([N+](=O)[O-])cc(F)c21, [Fe], [NH4+], O. The product is CCCN1C(=O)Cc2cc(N)cc(F)c21. Reaction SMILES: [CH3:20][CH2:21][OH:22].[Cl-:18].[Cl:24][CH2:25][Cl:26].[F:1][c:2]1[cH:3][c:4]([N+:15]([O-:16])=[O:17])[cH:5][c:6]2[c:10]1[N:9]([CH2:11][CH2:12][CH3:13])[C:8](=[O:14])[CH2:7]2.[Fe:27].[NH4+:19].[OH2:23]>>[F:1][c:2]1[cH:3][c:4]([NH2:15])[cH:5][c:6]2[c:10]1[N:9]([CH2:11][CH2:12][CH3:13])[C:8](=[O:14])[CH2:7]2. Reactants: C(C)(C)(C)C1=C(C=CC=C1)NC1=C(C=NC2=CC(=CC=C12)C=1C(=NOC1C)C)[N+](=O)[O-] (N-[2-(tert-butyl)phenyl]-7-(3,5-dimethyl-4-isoxazolyl)-3-nitro-4-quinolinamine), C(C)(C)(C)C1=C(C=CC=C1)NC1=C(C=NC2=CC(=CC=C12)C=1C(=NOC1C)C)[N+](=O)[O-] (N-[2-(tert-butyl)phenyl]-7-(3,5-dimethyl-4-isoxazolyl)-3-nitro-4-quinolinamine), SnCl2,2H2O. The solvent is C(C)O (ethanol), C1CCOC1 (THF). Yields the product CC1=NOC(=C1C1=CC=C2C(=C(C=NC2=C1)N)NCC1=CC=CC=C1)C (7-(3,5-dimethyl-4-isoxazolyl)-N4-(phenylmethyl)-3,4-quinolinediamine). Isolated yield 100.6%. As a reaction SMILES: [C:1]([C:5]1[CH:10]=[CH:9][CH:8]=C[C:6]=1[NH:11][C:12]1[C:21]2[C:16](=[CH:17][C:18]([C:22]3[C:23]([CH3:28])=[N:24][O:25][C:26]=3[CH3:27])=[CH:19][CH:20]=2)[N:15]=[CH:14][C:13]=1[N+:29]([O-])=O)(C)(C)[CH3:2]>C(O)C.C1COCC1>[CH3:28][C:23]1[C:22]([C:18]2[CH:17]=[C:16]3[C:21]([C:12]([NH:11][CH2:6][C:5]4[CH:1]=[CH:2][CH:8]=[CH:9][CH:10]=4)=[C:13]([NH2:29])[CH:14]=[N:15]3)=[CH:20][CH:19]=2)=[C:26]([CH3:27])[O:25][N:24]=1. Procedure details: To a solution of N-[2-(tert-butyl)phenyl]-7-(3,5-dimethyl-4-isoxazolyl)-3-nitro-4-quinolinamine (see Intermediate 19, 2.4 g, 5.77 mmol) in a mixture of ethanol (60 ml) and THF (20 ml), was added SnCl2,2H2O (7.81 g, 34.6 mmol). The reaction mixture was refluxed for 3 h and then concentrated to dryness. The resulting residue was poured into aqueous sodium hydroxide. The organic phase was extracted with EtOAc, washed with water, dried and concentrated to give the title compound as a yellow solid (2... Reactants: methyl mercaptan Na, OCCS(=O)(=O)C1C(C(N1)=O)C(C)OC(=O)OCC1=CC=C(C=C1)[N+](=O)[O-] (4-(2-hydroxyethylsulphonyl)-3-[1-(p-nitrobenzyloxycarbonyloxy)-ethyl]-azetidin-2-one). Run in C(C)#N (acetonitrile), O (H2O), C(Cl)Cl (methylene chloride), O (H2O). Conditions: temperature 0 celsius, time 20 minute. Yields the product CSC1C(C(N1)=O)C(C)OC(=O)OCC1=CC=C(C=C1)[N+](=O)[O-] (4-Methylthio-3-[1-(p-nitrobenzyloxycarbonyloxy)ethyl]-azetidin-2-one). As a reaction SMILES: OC[CH2:3][S:4]([CH:7]1[NH:10][C:9](=[O:11])[CH:8]1[CH:12]([O:14][C:15]([O:17][CH2:18][C:19]1[CH:24]=[CH:23][C:22]([N+:25]([O-:27])=[O:26])=[CH:21][CH:20]=1)=[O:16])[CH3:13])(=O)=O>C(#N)C.O.C(Cl)Cl>[CH3:3][S:4][CH:7]1[NH:10][C:9](=[O:11])[CH:8]1[CH:12]([O:14][C:15]([O:17][CH2:18][C:19]1[CH:20]=[CH:21][C:22]([N+:25]([O-:27])=[O:26])=[CH:23][CH:24]=1)=[O:16])[CH3:13]. Procedure: 1.17 g (16.7 mmol) of methyl mercaptan Na salt are added at 0° C. to a solution of 4.48 g (11.1 mmol) of 4-(2-hydroxyethylsulphonyl)-3-[1-(p-nitrobenzyloxycarbonyloxy)-ethyl]-azetidin-2-one in 11 ml of acetonitrile and 11 ml of H2O and the mixture is stirred at 0° C. during the course of 20 minutes. The reaction mixture is diluted with 100 ml of methylene chloride and 25 ml of H2O and the aqueous phase is extracted three times with 25 ml each of methylene chloride after separating off the organi... Reactants: C(CC)C1=C(C(=O)N(CC)CC)C=CC=C1 (2-propyl-N,N-diethylbenzamide), C(C)I (ethyl iodide), CN(CCN(C)C)C (tetramethyl-ethylenediamine), solution, C(C)(CC)[Li] (s-butyl lithium). Run in C1CCOC1 (THF), C1CCOC1 (THF), C1CCOC1 (THF), C1CCOC1 (THF). The product is CCC(CC)C1=C(C(=O)N(CC)CC)C=CC=C1 (2-(3-pentyl)-N,N-diethylbenzamide). The yield is 25.1%. As a reaction SMILES: CN(C)[CH2:3][CH2:4]N(C)C.C([Li])(CC)C.[CH2:14]([C:17]1[CH:29]=[CH:28][CH:27]=[CH:26][C:18]=1[C:19]([N:21]([CH2:24][CH3:25])[CH2:22][CH3:23])=[O:20])[CH2:15][CH3:16].C(I)C>C1COCC1>[CH3:16][CH2:15][CH:14]([C:17]1[CH:29]=[CH:28][CH:27]=[CH:26][C:18]=1[C:19]([N:21]([CH2:24][CH3:25])[CH2:22][CH3:23])=[O:20])[CH2:3][CH3:4]. Procedure details: To a solution of 9.3 ml (0.058 mol) of tetramethyl-ethylenediamine in 340 ml of THF at -78° C was added 52 ml of a 1.1M solution (0.057 mol) of s-butyl lithium in THF. The solution was then treated with a solution of 11.37 g (0.052 mol) of 2-propyl-N,N-diethylbenzamide in 75 ml of THF at -78° C. and the solution stirred for fifteen minutes and then treated with a solution of 8.3 ml of (0.104 mol) of ethyl iodide in THF. The solution was stirred for an hour and a half at -78° C. and then quenched... Reactants: CC1(C(NC(S1)C(C(=O)O)NC(=O)CC2=CC=CC=C2)C(=O)O)C (benzylpenicilloic acid), COC1=CC(=CC=C1)N (m-anisidine), C1(=CC=CC=C1)C (toluene), C(C)(=O)O (acetic acid). Solvent: O (water). Run at time 4 hour. The product is N[C@H](C(C)(C)S)C(=O)O (D-penicillamine). Reaction SMILES: [CH3:1][C:2]1([CH3:24])[S:6]C(C(NC(CC2C=CC=CC=2)=O)C(O)=O)[NH:4][CH:3]1[C:21]([OH:23])=[O:22].COC1C=CC=C(N)C=1.C1(C)C=CC=CC=1.C(O)(=O)C>O>[NH2:4][C@@H:3]([C:21]([OH:23])=[O:22])[C:2]([SH:6])([CH3:24])[CH3:1]. Procedure: 3.52 g (0.01 mole) of benzylpenicilloic acid, 3.70 g (0.03 mole) of m-anisidine and 20 ml of toluene were added to a solution of 3.60 g (0.06mole) of acetic acid in 30 ml of water. The mixture was heated under reflux, with stirring, for 4 hours in a nitrogen atmosphere. The reaction mixture was then treated as described in Example 9 to give D-penicillamine as colorless crystals: yield 1.07 g (71.8%), m.p. 201°-202° C. Starting materials: BrCc1ccccc1, CC(C)OC(C)C, [Na+], C1CCOC1, [OH-], O, OCCOCCOCCOCCOCCOCCO. Product: OCCOCCOCCOCCOCCOCCOCc1ccccc1. RXN SMILES: [Br:20][CH2:21][c:22]1[cH:23][cH:24][cH:25][cH:26][cH:27]1.[CH:28]([O:29][CH:30]([CH3:31])[CH3:32])([CH3:33])[CH3:34].[Na+:36].[O:38]1[CH2:39][CH2:40][CH2:41][CH2:42]1.[OH-:35].[OH2:37].[OH:1][CH2:2][CH2:3][O:4][CH2:5][CH2:6][O:7][CH2:8][CH2:9][O:10][CH2:11][CH2:12][O:13][CH2:14][CH2:15][O:16][CH2:17][CH2:18][OH:19]>>[OH:1][CH2:2][CH2:3][O:4][CH2:5][CH2:6][O:7][CH2:8][CH2:9][O:10][CH2:11][CH2:12][O:13][CH2:14][CH2:15][O:16][CH2:17][CH2:18][O:19][CH2:21][c:22]1[cH:23][cH:24][cH:25][cH:26][cH:27]1. The reactants are CC(CC=O)(C)N1C=NC(=C1)NC(C(CCC)NC(CC1=CC(=CC(=C1)F)F)=O)=O (2-[2-(3,5-Difluoro-phenyl)-acetylamino]-pentanoic acid [1-(1,1-dimethyl-3-oxo-propyl)-1H-imidazol-4-yl]-amide), N1CCCC1 (pyrrolidine). The product is CC(CCN1CCCC1)(C)N1C=NC(=C1)NC(C(CCC)NC(CC1=CC(=CC(=C1)F)F)=O)=O (2-[2-(3,5-Difluoro-phenyl)-acetylamino]-pentanoic acid [1-(1,1-dimethyl-3-pyrrolidin-1-yl-propyl)-1H-imidazol-4-yl]-amide). As a reaction SMILES: [CH3:1][C:2]([N:7]1[CH:11]=[C:10]([NH:12][C:13](=[O:30])[CH:14]([NH:18][C:19](=[O:29])[CH2:20][C:21]2[CH:26]=[C:25]([F:27])[CH:24]=[C:23]([F:28])[CH:22]=2)[CH2:15][CH2:16][CH3:17])[N:9]=[CH:8]1)([CH3:6])[CH2:3][CH:4]=O.[NH:31]1[CH2:35][CH2:34][CH2:33][CH2:32]1>>[CH3:6][C:2]([N:7]1[CH:11]=[C:10]([NH:12][C:13](=[O:30])[CH:14]([NH:18][C:19](=[O:29])[CH2:20][C:21]2[CH:26]=[C:25]([F:27])[CH:24]=[C:23]([F:28])[CH:22]=2)[CH2:15][CH2:16][CH3:17])[N:9]=[CH:8]1)([CH3:1])[CH2:3][CH2:4][N:31]1[CH2:35][CH2:34][CH2:33][CH2:32]1. Reported procedure: 2-[2-(3,5-Difluoro-phenyl)-acetylamino]-pentanoic acid [1-(1,1-dimethyl-3-oxo-propyl)-1H-imidazol-4-yl]-amide was reacted with pyrrolidine to afford the title compound: C13 NMR (100 MHz, CDCl3) 14.0, 18.9, 23.6, 28.4, 28.7, 36.0, 42.1, 43.2, 51.3, 53.1, 54.4, 57.5, 103.0, 105.3, 112.4, 112.6, 131.2, 137.8, 169.0, 169.2. MS m/z 476.2 (M+1).